Dataset: the Open Reaction Database (ORD), a public repository of structured organic reaction records. Task: describe an organic reaction: reactants, conditions, products, and yield The reactants are ClC1=NN2C(C(=CC=C2)C#CC2=C(C=CC=C2)N(S(=O)(=O)C)C)=N1 (N-[2-(2-chloro-[1,2,4]triazolo[1,5-a]pyridin-8-ylethynyl)-phenyl]-N-methyl-methanesulfonamide), CN1CCN(CC1)C1=CC=C(C=C1)N (4-(4-methyl-piperazin-1-yl)-phenylamine), C1(CCCCC1)P(C1=C(C=CC=C1)C1=C(C=CC=C1)P(C1CCCCC1)C1CCCCC1)C1CCCCC1 (2,2′-bis-dicyclohexylphosphanyl-biphenyl). The product is CN(S(=O)(=O)C)C1=C(C=CC=C1)C#CC=1C=2N(C=CC1)N=C(N2)NC2=CC=C(C=C2)N2CCN(CC2)C (N-Methyl-N-(2-{2-[4-(4-methyl-piperazin-1-yl)-phenylamino]-[1,2,4]triazolo[1,5-a]pyridin-8-ylethynyl}-phenyl)-methanesulfonamide), foam. The yield is 77.0%. Reaction SMILES: Cl[C:2]1[N:24]=[C:5]2[C:6]([C:10]#[C:11][C:12]3[CH:17]=[CH:16][CH:15]=[CH:14][C:13]=3[N:18]([CH3:23])[S:19]([CH3:22])(=[O:21])=[O:20])=[CH:7][CH:8]=[CH:9][N:4]2[N:3]=1.[CH3:25][N:26]1[CH2:31][CH2:30][N:29]([C:32]2[CH:37]=[CH:36][C:35]([NH2:38])=[CH:34][CH:33]=2)[CH2:28][CH2:27]1.C1(P(C2CCCCC2)C2C=CC=CC=2C2C=CC=CC=2P(C2CCCCC2)C2CCCCC2)CCCCC1>>[CH3:23][N:18]([C:13]1[CH:14]=[CH:15][CH:16]=[CH:17][C:12]=1[C:11]#[C:10][C:6]1[C:5]2[N:4]([N:3]=[C:2]([NH:38][C:35]3[CH:34]=[CH:33][C:32]([N:29]4[CH2:28][CH2:27][N:26]([CH3:25])[CH2:31][CH2:30]4)=[CH:37][CH:36]=3)[N:24]=2)[CH:9]=[CH:8][CH:7]=1)[S:19]([CH3:22])(=[O:21])=[O:20]. Reported procedure: 189 d) N-Methyl-N-(2-{2-[4-(4-methyl-piperazin-1-yl)-phenylamino]-[1,2,4]triazolo[1,5-a]pyridin-8-ylethynyl}-phenyl)-methanesulfonamide was prepared from N-[2-(2-chloro-[1,2,4]triazolo[1,5-a]pyridin-8-ylethynyl)-phenyl]-N-methyl-methanesulfonamide (125.0 mg, 0.3464 mmol) and 4-(4-methyl-piperazin-1-yl)-phenylamine (73.0 mg, 0.382 mmol) with 2,2′-bis-dicyclohexylphosphanyl-biphenyl (37.0 mg, 0.0677 mmol) as the ligand in a manner analogous to Example 2d. Product isolated as a yellow foam (0.138 g... The reactants are CC(C)([O-])C.[K+] (potassium t-butoxide), C(CC(=O)OCC)(=O)OCC (diethyl malonate), ClC1=CC=C(C=C1)[N+](=O)[O-] (1-chloro-4-nitrobenzene). The solvent is CS(=O)C (DMSO), CS(=O)C (DMSO). Run at temperature 100 celsius. The product is [N+](=O)([O-])C1=CC=C(C=C1)C(C(=O)OCC)C(=O)OCC (Diethyl 2-(4-Nitrophenyl)malonate). As a reaction SMILES: [C:1]([O:9][CH2:10][CH3:11])(=[O:8])[CH2:2][C:3]([O:5][CH2:6][CH3:7])=[O:4].CC(C)([O-])C.[K+].Cl[C:19]1[CH:24]=[CH:23][C:22]([N+:25]([O-:27])=[O:26])=[CH:21][CH:20]=1>CS(C)=O>[N+:25]([C:22]1[CH:23]=[CH:24][C:19]([CH:2]([C:3]([O:5][CH2:6][CH3:7])=[O:4])[C:1]([O:9][CH2:10][CH3:11])=[O:8])=[CH:20][CH:21]=1)([O-:27])=[O:26] |f:1.2|. Procedure: 12.0 g (74.9 mmol) diethyl malonate were dissolved in 50 ml DMSO and 8.6 g (76.6 mmol) potassium t-butoxide were added. A solution of 7.9 g (50.1 mmol) 1-chloro-4-nitrobenzene in 50 ml DMSO was added via a dropping funnel. The mixture was heated at 100° C. for 4 h and poured on to crushed ice. It was extracted twice with ethyl acetate, the combined organic layers washed with brine, dried over sodium sulfate, and evaporated in vacuo to afford a brown oil, which contained the title compound in an ... Reactants: FC1=C(C#N)C=CC(=C1)O (2-fluoro-4-hydroxybenzonitrile), C([O-])([O-])=O.[K+].[K+] (potassium carbonate), [I-].[K+] (potassium iodide), N1=CC=C(C=C1)CCl (4-picolyl chloride). The reagents and catalysts are [Br-].C(CCC)[N+](CCCC)(CCCC)CCCC (tetra-n-butylammonium bromide). The solvent is C(C)C(=O)C (methyl ethyl ketone). Yields the product FC1=C(C#N)C=CC(=C1)OCC1=CC=NC=C1 (2-Fluoro-4-(4-pyridylmethoxy)benzonitrile). Reaction SMILES: [F:1][C:2]1[CH:9]=[C:8]([OH:10])[CH:7]=[CH:6][C:3]=1[C:4]#[N:5].C(=O)([O-])[O-].[K+].[K+].[I-].[K+].[N:19]1[CH:24]=[CH:23][C:22]([CH2:25]Cl)=[CH:21][CH:20]=1>[Br-].C([N+](CCCC)(CCCC)CCCC)CCC.C(C(C)=O)C>[F:1][C:2]1[CH:9]=[C:8]([O:10][CH2:25][C:22]2[CH:23]=[CH:24][N:19]=[CH:20][CH:21]=2)[CH:7]=[CH:6][C:3]=1[C:4]#[N:5] |f:1.2.3,4.5,7.8|. Reported procedure: A mixture of 2-fluoro-4-hydroxybenzonitrile (10.96 g; S. M. Kelly, Helv. Chim. Acta 1984, volume 67, p1572-1579), potassium carbonate (53.2 g), potassium iodide (6.64 g), tetra-n-butylammonium bromide (0.4 g) and 4-picolyl chloride (14.4 g) in methyl ethyl ketone (600 ml) was stirred at reflux for 3 hours. The reaction mixture was filtered and the insoluble material washed with methyl ethyl ketone. The combined filtrate plus washings were evaporated and the residue partitioned between ethyl acet... Reactants: C1(CCCC1)N1[C@@H](C(N(C=2C=NC(=NC12)NC=1C=CC(=C2CCOC21)C(=O)OC)C)=O)CC (methyl 7-[[(7R)-8-cyclopentyl-7-ethyl-5-methyl-6-oxo-7H-pteridin-2-yl]amino]-2,3-dihydrobenzofuran-4-carboxylate), O (water). Run in mixture, [OH-].[Li+] (lithium hydroxide), CO (methanol). Yields the product C1(CCCC1)N1[C@@H](C(N(C=2C=NC(=NC12)NC=1C=CC(=C2CCOC21)C(=O)O)C)=O)CC (7-[[(7R)-8-cyclopentyl-7-ethyl-5-methyl-6-oxo-7H-pteridin-2-yl]amino]-2,3-dihydrobenzofuran-4-carboxylic acid). Yield: 97.7%. As a reaction SMILES: [CH:1]1([N:6]2[C:15]3[N:14]=[C:13]([NH:16][C:17]4[CH:18]=[CH:19][C:20]([C:26]([O:28]C)=[O:27])=[C:21]5[C:25]=4[O:24][CH2:23][CH2:22]5)[N:12]=[CH:11][C:10]=3[N:9]([CH3:30])[C:8](=[O:31])[C@H:7]2[CH2:32][CH3:33])[CH2:5][CH2:4][CH2:3][CH2:2]1.O>[OH-].[Li+].CO>[CH:1]1([N:6]2[C:15]3[N:14]=[C:13]([NH:16][C:17]4[CH:18]=[CH:19][C:20]([C:26]([OH:28])=[O:27])=[C:21]5[C:25]=4[O:24][CH2:23][CH2:22]5)[N:12]=[CH:11][C:10]=3[N:9]([CH3:30])[C:8](=[O:31])[C@H:7]2[CH2:32][CH3:33])[CH2:2][CH2:3][CH2:4][CH2:5]1 |f:2.3|. Reported procedure: Methyl 7-[[(7R)-8-cyclopentyl-7-ethyl-5-methyl-6-oxo-7H-pteridin-2-yl]amino]-2,3-dihydrobenzofuran-4-carboxylate 1p (5 g, 11 mmol) was dissolved in 180 mL mixture solution of 1 mol/L lithium hydroxide solution and methanol (V/V=1:1). The resulting mixture was heated to reflux for 3 hours with stirring. The reaction solution was added with 50 mL of water, concentrated under reduced pressure and extracted with ethyl acetate (50 mL×3). 1 M hydrochloric acid was added dropwise to adjust the aqueous ... The product is O=C1CCC(N1)C(CC(=O)O)C1=CC=C(C=C1)C(F)(F)F (5-oxo-β-[4-(trifluoromethyl)phenyl]-2-pyrrolidinepropanoic acid), O=C1CC(C(N1)CCC(=O)O)C1=CC=C(C=C1)C(F)(F)F (5-oxo-3-[4-(trifluoromethyl)phenyl]-2-pyrrolidinepropanoic acid). Starting materials: COC(CCC1NC(CC1C1=CC=C(C=C1)C(F)(F)F)=O)=O (5-oxo-3-[4-(trifluoromethyl)phenyl]-2-pyrrolidinepropanoic acid methyl ester), C(C)OC(CC(C1NC(CC1)=O)C1=CC=C(C=C1)C(F)(F)F)=O (5-oxo-β-[4-(trifluoromethyl)phenyl]-2-pyrrolidinepropanoic acid ethyl ester), Cl (hydrochloric acid). Procedure details: A solution of 93.4 g of 5-oxo-3-[4-(trifluoromethyl)phenyl]-2-pyrrolidinepropanoic acid methyl ester and 5-oxo-β-[4-(trifluoromethyl)phenyl]-2-pyrrolidinepropanoic acid ethyl ester in aqueous sodium hydroxide solution (1 N, 370 ml) is heated to 60° C. for four hours. Excess aqueous hydrochloric acid (1 N, 370 ml) is added and the solution is concentrated under reduced pressure to give 5-oxo-β-[4-(trifluoromethyl)phenyl]-2-pyrrolidinepropanoic acid and 5-oxo-3-[4-(trifluoromethyl)phenyl]-2-pyrrol... Run in [OH-].[Na+] (sodium hydroxide). As a reaction SMILES: C[O:2][C:3](=[O:22])[CH2:4][CH2:5][CH:6]1[CH:10]([C:11]2[CH:16]=[CH:15][C:14]([C:17]([F:20])([F:19])[F:18])=[CH:13][CH:12]=2)[CH2:9][C:8](=[O:21])[NH:7]1.C([O:25][C:26](=[O:45])[CH2:27][CH:28]([C:35]1[CH:40]=[CH:39][C:38]([C:41]([F:44])([F:43])[F:42])=[CH:37][CH:36]=1)[CH:29]1[CH2:33][CH2:32][C:31](=[O:34])[NH:30]1)C.Cl>[OH-].[Na+]>[O:34]=[C:31]1[NH:30][CH:29]([CH:28]([C:35]2[CH:40]=[CH:39][C:38]([C:41]([F:44])([F:42])[F:43])=[CH:37][CH:36]=2)[CH2:27][C:26]([OH:45])=[O:25])[CH2:33][CH2:32]1.[O:21]=[C:8]1[NH:7][CH:6]([CH2:5][CH2:4][C:3]([OH:22])=[O:2])[CH:10]([C:11]2[CH:16]=[CH:15][C:14]([C:17]([F:20])([F:18])[F:19])=[CH:13][CH:12]=2)[CH2:9]1 |f:3.4|. The reactants are CC(C)(C)OC(=O)NCC(Cc1ccccc1)NC(=O)c1cc(Br)cs1, O=C1CCC(=O)N1Cl, NC(Cc1ccc(Cl)cc1Cl)CN1C(=O)c2ccccc2C1=O, CN(C)C=O. Product: CC(C)(C)OC(=O)NCC(Cc1ccccc1)NC(=O)c1cc(Br)c(Cl)s1. Reaction SMILES: [Br:1][c:2]1[cH:3][c:4]([C:7](=[O:8])[NH:9][CH:10]([CH2:11][NH:12][C:13]([O:14][C:15]([CH3:16])([CH3:17])[CH3:18])=[O:19])[CH2:20][c:21]2[cH:22][cH:23][cH:24][cH:25][cH:26]2)[s:5][cH:6]1.[Cl:50][N:51]1[C:52](=[O:53])[CH2:54][CH2:55][C:56]1=[O:57].[NH2:27][CH:28]([CH2:29][c:30]1[cH:31][cH:32][c:33]([Cl:48])[cH:34][c:35]1[Cl:36])[CH2:37][N:38]1[C:39](=[O:40])[c:41]2[c:42]([cH:43][cH:44][cH:45][cH:46]2)[C:47]1=[O:49].[O:58]=[CH:59][N:60]([CH3:61])[CH3:62]>>[Br:1][c:2]1[cH:3][c:4]([C:7](=[O:8])[NH:9][CH:10]([CH2:11][NH:12][C:13]([O:14][C:15]([CH3:16])([CH3:17])[CH3:18])=[O:19])[CH2:20][c:21]2[cH:22][cH:23][cH:24][cH:25][cH:26]2)[s:5][c:6]1[Cl:48]. Reactants: O=C([O-])O, ClCCl, Cc1ccccc1C1CCC(=O)CC1, [Na+], O=S(=O)(Cl)Cl. The product is Cc1ccccc1C1CCC(=O)C(Cl)C1. Reaction SMILES: [C:20](=[O:21])([OH:22])[O-:23].[CH2:25]([Cl:26])[Cl:27].[CH3:1][c:2]1[c:3]([CH:8]2[CH2:9][CH2:10][C:11](=[O:14])[CH2:12][CH2:13]2)[cH:4][cH:5][cH:6][cH:7]1.[Na+:24].[S:15]([Cl:16])(=[O:17])([Cl:18])=[O:19]>>[CH3:1][c:2]1[c:3]([CH:8]2[CH2:9][CH:10]([Cl:18])[C:11](=[O:14])[CH2:12][CH2:13]2)[cH:4][cH:5][cH:6][cH:7]1.